Dataset: the Open Reaction Database (ORD), a public repository of structured organic reaction records. Task: describe an organic reaction: reactants, conditions, products, and yield Starting materials: CC(C)=O, [Na+], [OH-], ON=C1CCCc2ccncc21, Cc1ccc(S(=O)(=O)Cl)cc1. The product is Cc1ccc(S(=O)(=O)ON=C2CCCc3ccncc32)cc1. RXN SMILES: [CH3:26][C:27](=[O:28])[CH3:29].[Na+:25].[OH-:24].[OH:1][N:2]=[C:3]1[CH2:4][CH2:5][CH2:6][c:7]2[cH:8][cH:9][n:10][cH:11][c:12]21.[c:13]1([CH3:23])[cH:14][cH:15][c:16]([S:19](=[O:20])(=[O:21])[Cl:22])[cH:17][cH:18]1>>[O:1]([N:2]=[C:3]1[CH2:4][CH2:5][CH2:6][c:7]2[cH:8][cH:9][n:10][cH:11][c:12]21)[S:19]([c:16]1[cH:15][cH:14][c:13]([CH3:23])[cH:18][cH:17]1)(=[O:20])=[O:21].